Dataset: the Open Reaction Database (ORD), a public repository of structured organic reaction records. Task: describe an organic reaction: reactants, conditions, products, and yield The reactants are CN(C)CC=1SC=C(N1)CSCCN (2-dimethylaminomethyl-4-(2-aminoethyl)thiomethylthiazole), CN=C(SC)SC (methylcarbonimidodithioic acid, dimethyl ester), C(C)(C)O (isopropanol), CS(=O)(=O)O (methanesulfonic acid). The solvent is O (water). Product: CNC(SC)=NCCSCC=1N=C(SC1)CN(C)C (N-methyl-S-methyl-N'-[2-(2-dimethylaminomethylthiazol-4-ylmethylthio)ethyl]isothiourea). Reaction SMILES: [CH3:1][N:2]([CH2:4][C:5]1[S:6][CH:7]=[C:8]([CH2:10][S:11][CH2:12][CH2:13][NH2:14])[N:9]=1)[CH3:3].C(O)(C)C.CS(O)(=O)=O.[CH3:24][N:25]=[C:26](SC)[S:27][CH3:28]>O>[CH3:24][NH:25][C:26](=[N:14][CH2:13][CH2:12][S:11][CH2:10][C:8]1[N:9]=[C:5]([CH2:4][N:2]([CH3:1])[CH3:3])[S:6][CH:7]=1)[S:27][CH3:28]. Reported procedure: Ten g. of 2-dimethylaminomethyl-4-(2-aminoethyl)thiomethylthiazole was dissolved in 100 ml. of isopropanol, and 2.8 ml. of methanesulfonic acid was added, followed by 6.5 g. of methylcarbonimidodithioic acid, dimethyl ester. The mixture was stirred under reflux for 16 hours, and was evaporated under vacuum to obtain a residue, which was taken up in 100 ml. of water. The solution was extracted with two 25 ml. portions of dichloromethane, and the aqueous layer was cooled. Fifty ml. of dichlorometh... Reaction conditions: temperature -40 celsius, time 15 minute. The reactants are CC1C(CCC(C1)C(=O)C=1SC=CN1)C(=O)OCC (ethyl 2-methyl-4-(1,3-thiazol-2-ylcarbonyl)cyclohexanecarboxylate), C[Mg+].[Br-] (MeMgBr). Reaction SMILES: [CH3:1][CH:2]1[CH2:7][CH:6]([C:8]([C:10]2[S:11][CH:12]=[CH:13][N:14]=2)=[O:9])[CH2:5][CH2:4][CH:3]1[C:15]([O:17][CH2:18][CH3:19])=[O:16].[CH3:20][Mg+].[Br-]>C1COCC1>[OH:9][C:8]([CH:6]1[CH2:5][CH2:4][CH:3]([C:15]([O:17][CH2:18][CH3:19])=[O:16])[CH:2]([CH3:1])[CH2:7]1)([C:10]1[S:11][CH:12]=[CH:13][N:14]=1)[CH3:20] |f:1.2|. Reported procedure: To a solution of ethyl 2-methyl-4-(1,3-thiazol-2-ylcarbonyl)cyclohexanecarboxylate (2.8 g, 10 mmol) in THF (28 mL) at −40° C. was added MeMgBr (3.0 M in THF, 4.0 mL, 12 mmol) at such a rate the internal temperature did not exceed −30° C. The reaction mixture was stirred for 15 minutes at −40° C., and was then quenched with saturated aqueous ammonium chloride (50 mL) and warmed to room temperature. EtOAc (20 mL) was added, the layers separated, and the aqueous layer was extracted a second time wi... Yields the product OC(C)(C=1SC=CN1)C1CC(C(CC1)C(=O)OCC)C (ethyl 4-[1-hydroxy-1-(1,3-thiazol-2-yl)ethyl]-2-methylcyclohexanecarboxylate). Solvent: C1CCOC1 (THF). The reactants are FC1=C(C=CC=C1)C(=O)N=C=S (2-Fluoro-1-benzenecarbonyl isothiocyanate), FC1=C(C=CC=C1)C(=O)Cl (2-fluoro-1-benzenecarbonyl chloride), COC=1C=C2C(=CC=NC2=CC1OC)OC1=CC(=C(N)C=C1)C (4-[(6,7-Dimethoxy-4-quinolyl)oxy]-2-methylaniline), C1(=CC=CC=C1)C (toluene). Run in C(C)O (ethanol), C(C)O (ethanol). Run at time 2 hour. The product is FC1=C(C=CC=C1)C(=O)N=C=S (2-Fluoro-1-benzenecarbonyl isothiocyanate), COC=1C=C2C(=CC=NC2=CC1OC)OC1=CC(=C(C=C1)NC(=S)NC(C1=C(C=CC=C1)F)=O)C (N-{4-[(6,7-Dimethoxy-4-quinolyl)oxy]-2-methylphenyl}-N′-(2-fluorobenzoyl)thiourea). Isolated yield 52.0%. Reaction SMILES: FC1C=CC=CC=1C(Cl)=O.[F:11][C:12]1[CH:17]=[CH:16][CH:15]=[CH:14][C:13]=1[C:18]([N:20]=[C:21]=[S:22])=[O:19].[CH3:23][O:24][C:25]1[CH:26]=[C:27]2[C:32](=[CH:33][C:34]=1[O:35][CH3:36])[N:31]=[CH:30][CH:29]=[C:28]2[O:37][C:38]1[CH:44]=[CH:43][C:41]([NH2:42])=[C:40]([CH3:45])[CH:39]=1.C1(C)C=CC=CC=1>C(O)C>[F:11][C:12]1[CH:17]=[CH:16][CH:15]=[CH:14][C:13]=1[C:18]([N:20]=[C:21]=[S:22])=[O:19].[CH3:23][O:24][C:25]1[CH:26]=[C:27]2[C:32](=[CH:33][C:34]=1[O:35][CH3:36])[N:31]=[CH:30][CH:29]=[C:28]2[O:37][C:38]1[CH:44]=[CH:43][C:41]([NH:42][C:21]([NH:20][C:18](=[O:19])[C:13]2[CH:14]=[CH:15][CH:16]=[CH:17][C:12]=2[F:11])=[S:22])=[C:40]([CH3:45])[CH:39]=1. Procedure: 2-Fluoro-1-benzenecarbonyl isothiocyanate was prepared using commercially available 2-fluoro-1-benzenecarbonyl chloride (80 mg) as a starting compound according to the description of the literature. 2-Fluoro-1-benzenecarbonyl isothiocyanate was dissolved in ethanol (1 ml) to prepare a solution. 4-[(6,7-Dimethoxy-4-quinolyl)oxy]-2-methylaniline (50 mg), toluene (5 ml), and ethanol (1 ml) were added to the solution, and the mixture was stirred at room temperature for 2 hr. The reaction solution wa... The reactants are CC(C)(C)OC(=O)CBr, CC(C)=O, Clc1nc2ccccc2[nH]1, [K+], [K+], O=C([O-])[O-]. Product: CC(C)(C)OC(=O)Cn1c(Cl)nc2ccccc21. As a reaction SMILES: [Br:17][CH2:18][C:19](=[O:20])[O:21][C:22]([CH3:23])([CH3:24])[CH3:25].[CH3:26][C:27](=[O:28])[CH3:29].[Cl:7][c:8]1[nH:9][c:10]2[c:11]([n:12]1)[cH:13][cH:14][cH:15][cH:16]2.[K+:1].[K+:2].[O-:3][C:4]([O-:5])=[O:6]>>[Cl:7][c:8]1[n:9][c:10]2[c:11]([n:12]1[CH2:18][C:19](=[O:20])[O:21][C:22]([CH3:23])([CH3:24])[CH3:25])[cH:13][cH:14][cH:15][cH:16]2. Starting materials: ClC=1N=C(C2=C(N1)C=C(S2)CN2CCN(CC2)S(=O)(=O)C)N2CCOCC2 (2-Chloro-6-(4-methanesulfonyl-piperazin-1-ylmethyl)-4-morpholin-4-yl-thieno[3,2-d]pyrimidine), COC1=NC=C(C=N1)B(O)O (2-methoxy-5-pyrimidine-boronic acid). Yields the product COC1=NC=C(C=N1)C=1N=C(C2=C(N1)C=C(S2)CN2CCN(CC2)S(=O)(=O)C)N2CCOCC2 (2-(2-methoxypyrimidin-5-yl)-4-morpholino-6-((4-N-methylsulfonylpiperazin-1-yl)methyl)thieno[3,2-d]pyrimidine). Reaction SMILES: Cl[C:2]1[N:3]=[C:4]([N:22]2[CH2:27][CH2:26][O:25][CH2:24][CH2:23]2)[C:5]2[S:10][C:9]([CH2:11][N:12]3[CH2:17][CH2:16][N:15]([S:18]([CH3:21])(=[O:20])=[O:19])[CH2:14][CH2:13]3)=[CH:8][C:6]=2[N:7]=1.[CH3:28][O:29][C:30]1[N:35]=[CH:34][C:33](B(O)O)=[CH:32][N:31]=1>>[CH3:28][O:29][C:30]1[N:35]=[CH:34][C:33]([C:2]2[N:3]=[C:4]([N:22]3[CH2:27][CH2:26][O:25][CH2:24][CH2:23]3)[C:5]3[S:10][C:9]([CH2:11][N:12]4[CH2:17][CH2:16][N:15]([S:18]([CH3:21])(=[O:20])=[O:19])[CH2:14][CH2:13]4)=[CH:8][C:6]=3[N:7]=2)=[CH:32][N:31]=1. Procedure details: 2-Chloro-6-(4-methanesulfonyl-piperazin-1-ylmethyl)-4-morpholin-4-yl-thieno[3,2-d]pyrimidine, prepared via General Procedure B-3, was reacted with 2-methoxy-5-pyrimidine-boronic acid in General Procedure A. Purification on silica and ether trituration gave 246. NMR (CDCl3): 2.68-2.72 (4H, m), 2.82 (3H, s), 3.29-3.33 (4H, m), 3.90 (2H, s), 3.90-3.94 (4H, m), 4.05-4.10 (4H, m), 4.12 (3H, s), 7.32 (1H, br. s), 9.48 (2H, s). MS (ESI+): MH+ 506.2 (100%) Starting materials: FC=1C=C(C=CC1F)OB(O)O (3,4-difluorophenylboric acid), BrC1=NC=C(C=C1)Br (2,5-dibromopyridine), tetrakistriphenylphosphine palladium, C(C)O (ethanol), C([O-])([O-])=O.[Na+].[Na+] (sodium carbonate). Reaction SMILES: [F:1][C:2]1[CH:3]=[C:4](OB(O)O)[CH:5]=[CH:6][C:7]=1[F:8].Br[C:14]1[CH:19]=[CH:18][C:17]([Br:20])=[CH:16][N:15]=1.C(O)C.C(=O)([O-])[O-].[Na+].[Na+]>C1C=CC=CC=1>[Br:20][C:17]1[CH:18]=[CH:19][C:14]([C:4]2[CH:5]=[CH:6][C:7]([F:8])=[C:2]([F:1])[CH:3]=2)=[N:15][CH:16]=1 |f:3.4.5|. Yields the product BrC=1C=CC(=NC1)C1=CC(=C(C=C1)F)F (5-bromo-2-(3,4-difluorophenyl)pyridine). Procedure details: A mixture of 6.2 g of 3,4-difluorophenylboric acid, 8.5 g of 2,5-dibromopyridine, 0.31 g of tetrakistriphenylphosphine palladium, 60 ml of ethanol, 120 ml of benzene and 120 ml of 2N sodium carbonate solution is heated to boiling (66° C.) for 7 hours while stirring. After cooling the mixture is extracted with diethyl ether. The organic phase is washed with 100 ml of saturated sodium hydrogen carbonate solution and 100 ml of water, dried over sodium sulphite, filtered and concentrated. Purificati... Run in C1=CC=CC=C1 (benzene). The reactants are CCO, CCN(CC)CCOc1ccc(Nc2ncc3c(n2)N(c2cccc(CCN4C(=O)c5ccccc5C4=O)c2)C(=O)N(c2ccc(Cl)cc2Cl)C3)cc1, NN, O. Yields the product CCN(CC)CCOc1ccc(Nc2ncc3c(n2)N(c2cccc(CCN)c2)C(=O)N(c2ccc(Cl)cc2Cl)C3)cc1. RXN SMILES: [CH3:57][CH2:58][OH:59].[Cl:1][c:2]1[c:3]([N:9]2[C:10](=[O:53])[N:11]([c:34]3[cH:35][c:36]([CH2:40][CH2:41][N:42]4[C:43](=[O:44])[c:45]5[cH:46][cH:47][cH:48][cH:49][c:50]5[C:51]4=[O:52])[cH:37][cH:38][cH:39]3)[c:12]3[n:13][c:14]([NH:19][c:20]4[cH:21][cH:22][c:23]([O:26][CH2:27][CH2:28][N:29]([CH2:30][CH3:31])[CH2:32][CH3:33])[cH:24][cH:25]4)[n:15][cH:16][c:17]3[CH2:18]2)[cH:4][cH:5][c:6]([Cl:8])[cH:7]1.[NH2:55][NH2:56].[OH2:54]>>[Cl:1][c:2]1[c:3]([N:9]2[C:10](=[O:53])[N:11]([c:34]3[cH:35][c:36]([CH2:40][CH2:41][NH2:42])[cH:37][cH:38][cH:39]3)[c:12]3[n:13][c:14]([NH:19][c:20]4[cH:21][cH:22][c:23]([O:26][CH2:27][CH2:28][N:29]([CH2:30][CH3:31])[CH2:32][CH3:33])[cH:24][cH:25]4)[n:15][cH:16][c:17]3[CH2:18]2)[cH:4][cH:5][c:6]([Cl:8])[cH:7]1.